This data is from the Open Reaction Database (ORD), a public repository of structured organic reaction records. The task is: describe an organic reaction: reactants, conditions, products, and yield Reactants: COC1=CC=C(C=C1)C(=O)NC=1C=C(C=CC1)C[C@@H](C)N(CCC)[C@H](C)C1=CC=CC=C1 ((R,R)-N-{2-[3-(4-methoxyphenylcarbonylamino)phenyl]-1-methylethyl}-N-propyl-(1-phenylethyl)amine), C(=O)[O-].[NH4+] (ammonium formate). Reagents/catalysts: [Pd] (palladium on carbon). The solvent is C(C)O (ethanol). The product is COC1=CC=C(C=C1)C(=O)NC=1C=C(C=CC1)C[C@@H](C)NCCC ((R)-N-{2-[3-(4-methoxyphenylcarbonylamino)phenyl]-1-methylethyl}propylamine). RXN SMILES: [CH3:1][O:2][C:3]1[CH:8]=[CH:7][C:6]([C:9]([NH:11][C:12]2[CH:13]=[C:14]([CH2:18][C@H:19]([N:21]([C@@H](C3C=CC=CC=3)C)[CH2:22][CH2:23][CH3:24])[CH3:20])[CH:15]=[CH:16][CH:17]=2)=[O:10])=[CH:5][CH:4]=1.C([O-])=O.[NH4+]>C(O)C.[Pd]>[CH3:1][O:2][C:3]1[CH:4]=[CH:5][C:6]([C:9]([NH:11][C:12]2[CH:13]=[C:14]([CH2:18][C@H:19]([NH:21][CH2:22][CH2:23][CH3:24])[CH3:20])[CH:15]=[CH:16][CH:17]=2)=[O:10])=[CH:7][CH:8]=1 |f:1.2|. Procedure details: (R,R)-N-{2-[3-(4-methoxyphenylcarbonylamino)phenyl]-1-methylethyl}-N-propyl-(1-phenylethyl)amine (0.98 g) was dissolved in ethanol (100 ml) and added to 10% palladium on carbon (0.1 g). To this mixture was added ammonium formate (1.2 g), and the mixture heated at reflux for 2 hours, cooled to room temperature, and filtered. The filtrate was evaporated in vacuo, and the residue was partitioned between ethyl acetate and dilute sodium hydroxide. The organic layer was dried over sodium sulfate, filt... The reactants are Cc1ccc(-n2nc(C(C)(C)C)cc2NC(=O)Nc2ccc(OCC(C)(C)c3ccnc(NC(=O)OC(C)(C)C)c3)c3ccccc23)cc1, ClCCl, O=C(O)C(F)(F)F. Product: Cc1ccc(-n2nc(C(C)(C)C)cc2NC(=O)Nc2ccc(OCC(C)(C)c3ccnc(N)c3)c3ccccc23)cc1. RXN SMILES: [C:1]([CH3:2])([CH3:3])([CH3:4])[c:5]1[n:6][n:7](-[c:43]2[cH:44][cH:45][c:46]([CH3:49])[cH:47][cH:48]2)[c:8]([NH:10][C:11]([NH:12][c:13]2[cH:14][cH:15][c:16]([O:23][CH2:24][C:25]([CH3:26])([CH3:27])[c:28]3[cH:29][c:30]([NH:34][C:35](=[O:36])[O:37][C:38]([CH3:39])([CH3:40])[CH3:41])[n:31][cH:32][cH:33]3)[c:17]3[cH:18][cH:19][cH:20][cH:21][c:22]23)=[O:42])[cH:9]1.[Cl:57][CH2:58][Cl:59].[F:50][C:51]([F:52])([F:53])[C:54]([OH:55])=[O:56]>>[C:1]([CH3:2])([CH3:3])([CH3:4])[c:5]1[n:6][n:7](-[c:43]2[cH:44][cH:45][c:46]([CH3:49])[cH:47][cH:48]2)[c:8]([NH:10][C:11]([NH:12][c:13]2[cH:14][cH:15][c:16]([O:23][CH2:24][C:25]([CH3:26])([CH3:27])[c:28]3[cH:29][c:30]([NH2:34])[n:31][cH:32][cH:33]3)[c:17]3[cH:18][cH:19][cH:20][cH:21][c:22]23)=[O:42])[cH:9]1. Reactants: solution, C(CCC)[Li] (n-butyl lithium), C(CC(=O)[O-])(=O)OCC (monoethyl malonate), C(CCC)[Li] (n-butyl lithium), C(C)(=O)NC1CC(CC1)C1=CC(=C(C(=O)Cl)C=C1F)F (4-[3-(acetylamino) cyclopentyl]-2,5 difluorobenzoyl chloride), Cl (hydrochloric acid). The reagents and catalysts are N1=C(C=CC=C1)C1=NC=CC=C1 (2,2'-bipyridyl). Run in CCCCCC (hexane), O1CCCC1 (tetrahydrofuran), CCCCCC (hexane), O1CCCC1 (tetrahydrofuran), O (water). Conditions: time 5 minute. The product is C(C)(=O)NC1CC(CC1)C1=CC(=C(C=C1F)C(CC(=O)OCC)=O)F (4-[3-(Acetylamino)cyclopentyl]-2,5-difluoro-β-oxobenzenepropanoic acid, ethyl ester). Yield: 90.0%. RXN SMILES: [C:1]([O:7][CH2:8][CH3:9])(=[O:6])[CH2:2][C:3]([O-:5])=O.C([Li])CCC.[C:15]([NH:18][CH:19]1[CH2:23][CH2:22][CH:21]([C:24]2[C:32]([F:33])=[CH:31][C:27](C(Cl)=O)=[C:26]([F:34])[CH:25]=2)[CH2:20]1)(=[O:17])[CH3:16].Cl>CCCCCC.O1CCCC1.N1C=CC=CC=1C1C=CC=CN=1.O>[C:15]([NH:18][CH:19]1[CH2:23][CH2:22][CH:21]([C:24]2[C:32]([F:33])=[CH:31][C:27]([C:3](=[O:5])[CH2:2][C:1]([O:7][CH2:8][CH3:9])=[O:6])=[C:26]([F:34])[CH:25]=2)[CH2:20]1)(=[O:17])[CH3:16]. Procedure: A solution of 26.4 g (0.2 mol) of monoethyl malonate, 0.1 g of 2,2'-bipyridyl and 350 ml of dry tetrahydrofuran was cooled to -35° under a nitrogen atmosphere and treated dropwise with 80 ml (0.2 mol) of a 2.5 M solution of n-butyl lithium in hexane. After the addition was complete, the reaction mixture was allowed to warm to -5° where it was treated dropwise with 80 ml (0.2 mol) of 2.5 M n-butyl lithium in hexane, titrating the final addition to a pale pink color which persisted for 5 minutes. ...